describe an organic reaction: reactants, conditions, products, and yield From a dataset of the Open Reaction Database (ORD), a public repository of structured organic reaction records. Starting materials: C(C1=CC=CC=C1)N1CC(C(CC1)=O)C (1-benzyl-3-methyl-4-piperidone), N1CCCC1 (pyrrolidine), C1(=CC=C(C=C1)S(=O)(=O)O)C (p-toluenesulphonic acid), C1=CC=CC=C1 (benzene). Run in O (water). The product is C(C1=CC=CC=C1)N1CC(C(=CC1)N1CCCC1)C (1-Benzyl-1,2,3,6-tetrahydro-3-methyl-4-pyrrolidinopyridine). RXN SMILES: [CH2:1]([N:8]1[CH2:13][CH2:12][C:11](=O)[CH:10]([CH3:15])[CH2:9]1)[C:2]1[CH:7]=[CH:6][CH:5]=[CH:4][CH:3]=1.[NH:16]1[CH2:20][CH2:19][CH2:18][CH2:17]1.C1(C)C=CC(S(O)(=O)=O)=CC=1.C1C=CC=CC=1>O>[CH2:1]([N:8]1[CH2:13][CH:12]=[C:11]([N:16]2[CH2:20][CH2:19][CH2:18][CH2:17]2)[CH:10]([CH3:15])[CH2:9]1)[C:2]1[CH:7]=[CH:6][CH:5]=[CH:4][CH:3]=1. Reported procedure: A mixture of 1-benzyl-3-methyl-4-piperidone (91 g), pyrrolidine (35.6 g), p-toluenesulphonic acid (0.5 g) and dry benzene (400 ml) was heated under reflux under a Dean and Stark trap until separation of water was complete.The solvent was removed on a rotary evaporator and the residue distilled togive 95 g of a colourless liquid boiling at 144°-6° C (0.01 mm).